From a dataset of the Open Reaction Database (ORD), a public repository of structured organic reaction records. describe an organic reaction: reactants, conditions, products, and yield Starting materials: CN=C=O, CCCCCCCCCCCCCCCCCCNC(=O)OCC(O)COP(=O)([O-])OCC[N+](C)(C)C, c1ccncc1. Yields the product CCCCCCCCCCCCCCCCCCNC(=O)OCC(COP(=O)([O-])OCC[N+](C)(C)C)OC(=O)NC. Reaction SMILES: [CH3:38][N:39]=[C:40]=[O:41].[P:1](=[O:2])([O:3][CH2:4][CH:5]([CH2:6][O:7][C:8]([NH:9][CH2:10][CH2:11][CH2:12][CH2:13][CH2:14][CH2:15][CH2:16][CH2:17][CH2:18][CH2:19][CH2:20][CH2:21][CH2:22][CH2:23][CH2:24][CH2:25][CH2:26][CH3:27])=[O:28])[OH:29])([O:30][CH2:31][CH2:32][N+:33]([CH3:34])([CH3:35])[CH3:36])[O-:37].[cH:42]1[cH:43][cH:44][n:45][cH:46][cH:47]1>>[P:1](=[O:2])([O:3][CH2:4][CH:5]([CH2:6][O:7][C:8]([NH:9][CH2:10][CH2:11][CH2:12][CH2:13][CH2:14][CH2:15][CH2:16][CH2:17][CH2:18][CH2:19][CH2:20][CH2:21][CH2:22][CH2:23][CH2:24][CH2:25][CH2:26][CH3:27])=[O:28])[O:29][C:40]([NH:39][CH3:38])=[O:41])([O:30][CH2:31][CH2:32][N+:33]([CH3:34])([CH3:35])[CH3:36])[O-:37]. The reactants are N#Cc1ccc(CC23CC(N)CN2C(=O)N(c2cc(Cl)cc(Cl)c2)C3=O)cc1, NC(=O)CCC(=O)O, C1CCOC1, ClCCCl, CCN(C(C)C)C(C)C, On1nnc2ccccc21. Yields the product N#Cc1ccc(CC23CC(NC(=O)CCC(N)=O)CN2C(=O)N(c2cc(Cl)cc(Cl)c2)C3=O)cc1. Reaction SMILES: [C:1](#[N:2])[c:3]1[cH:4][cH:5][c:6]([CH2:7][C:8]23[C:9](=[O:26])[N:10]([c:18]4[cH:19][c:20]([Cl:25])[cH:21][c:22]([Cl:24])[cH:23]4)[C:11](=[O:17])[N:12]2[CH2:13][CH:14]([NH2:16])[CH2:15]3)[cH:27][cH:28]1.[C:29]([CH2:30][CH2:31][C:32](=[O:33])[NH2:34])(=[O:35])[OH:36].[CH2:56]1[O:57][CH2:58][CH2:59][CH2:60]1.[CH2:61]([Cl:62])[CH2:63][Cl:64].[CH:47]([N:48]([CH2:49][CH3:50])[CH:51]([CH3:52])[CH3:53])([CH3:54])[CH3:55].[OH:37][n:38]1[c:39]2[c:40]([cH:41][cH:42][cH:43][cH:44]2)[n:45][n:46]1>>[C:1](#[N:2])[c:3]1[cH:4][cH:5][c:6]([CH2:7][C:8]23[C:9](=[O:26])[N:10]([c:18]4[cH:19][c:20]([Cl:25])[cH:21][c:22]([Cl:24])[cH:23]4)[C:11](=[O:17])[N:12]2[CH2:13][CH:14]([NH:16][C:29]([CH2:30][CH2:31][C:32](=[O:33])[NH2:34])=[O:35])[CH2:15]3)[cH:27][cH:28]1. Reactants: CCc1nn2c(Br)cccc2c1NC(=O)OC(C)(C)C, BrCC1CC1, CCOC(C)=O, CN(C)C=O, [H-], [Na+]. The product is CCc1nn2c(Br)cccc2c1N(CC1CC1)C(=O)OC(C)(C)C. Reaction SMILES: [Br:1][c:2]1[cH:3][cH:4][cH:5][c:6]2[n:7]1[n:8][c:9]([CH2:19][CH3:20])[c:10]2[NH:11][C:12]([O:13][C:14]([CH3:15])([CH3:16])[CH3:17])=[O:18].[Br:23][CH2:24][CH:25]1[CH2:26][CH2:27]1.[CH3:28][CH2:29][O:30][C:31](=[O:32])[CH3:33].[CH3:34][N:35]([CH3:36])[CH:37]=[O:38].[H-:21].[Na+:22]>>[Br:1][c:2]1[cH:3][cH:4][cH:5][c:6]2[n:7]1[n:8][c:9]([CH2:19][CH3:20])[c:10]2[N:11]([C:12]([O:13][C:14]([CH3:15])([CH3:16])[CH3:17])=[O:18])[CH2:24][CH:25]1[CH2:26][CH2:27]1. Starting materials: ClC1=CC=C(CC2=NC(=CC=C2)C#N)C=C1 (2-p-Chlorobenzyl-6-cyanopyridine), C[O-].[Na+] (sodium methoxide). Conditions: temperature 20 celsius, time 17 hour. The product is ClC1=CC=C(CC2=CC=CC(=N2)C(OC)=N)C=C1 (methyl 6-p-chlorobenzyl-2-picoline imidate). Yield: 130.9%. Reaction SMILES: [Cl:1][C:2]1[CH:16]=[CH:15][C:5]([CH2:6][C:7]2[CH:12]=[CH:11][CH:10]=[C:9]([C:13]#[N:14])[N:8]=2)=[CH:4][CH:3]=1.[CH3:17][O-:18].[Na+]>>[Cl:1][C:2]1[CH:16]=[CH:15][C:5]([CH2:6][C:7]2[N:8]=[C:9]([C:13](=[NH:14])[O:18][CH3:17])[CH:10]=[CH:11][CH:12]=2)=[CH:4][CH:3]=1 |f:1.2|. Procedure: 2-p-Chlorobenzyl-6-cyanopyridine (1.69 g, 0.0074 moles) was added to a solution of sodium methoxide [prepared by dissolving sodium metal (0.19 g, 0.0081 gram atoms) in methanol (20 ml)] under nitrogen, and the mixture stirred at 20° C. for 17 hours. The methanol was evaporated, the residue taken up in chloroform, neutralised with acetic acid and the precipitate filtered off on HYFLO. Concentration of the filtrate gave methyl 6-p-chlorobenzyl-2-picoline imidate (1.20 g, 62%) which was used in the... Isolated yield 63.0%. Run at time 10 minute. The reactants are C1C(=O)COC1=O (tetronic acid), C(C)C1=C(SC(=C1)C(=O)O)C=O (ethyl-5-carboxy-2-thiophenecarboxaldehyde), C1CCOC1 (THF). As a reaction SMILES: [CH2:1]1[C:6](=[O:7])[O:5][CH2:4][C:2]1=[O:3].C([C:10]1[CH:14]=[C:13]([C:15]([OH:17])=[O:16])[S:12][C:11]=1[CH:18]=O)C.[CH2:20]1COC[CH2:21]1>>[CH2:20]([O:17][C:15]([C:13]1[S:12][C:11]([CH:18]=[C:1]2[C:2](=[O:3])[CH2:4][O:5][C:6]2=[O:7])=[CH:10][CH:14]=1)=[O:16])[CH3:21]. The product is C(C)OC(=O)C1=CC=C(S1)C=C1C(OCC1=O)=O (3-[(5-ethoxycarbonyl-2-thienyl)-methylene]-2,4(3H,5H) -furandione). Procedure details: 0.494 gm of tetronic acid (FW=100, 4.94 mmole) and 2.00 gm of ethyl-5-carboxy-2-thiophenecarboxaldehyde (FW=184, 10.9 mole) in 2mL of THF and 10 mL of concentrated HC1 was reacted as before by applying heat and efficient stirring. The total reaction time was 10 minutes. Workup and recrystallization from methanol gave 0.827 gm (63%) of the product. M. p. 204°-205.5° C. C12H10O4S: %C 564.13; %H 3.79; found %C 53.93; %H 4.00. NMR results: 1HNMR (d6DMSO (H2)/TMS δ1.39 (3H, t, 7HZ); 4.39 (2H, q, 7Hz)... Starting materials: C([O-])([O-])=O.[K+].[K+] (potassium carbonate), BrCC(C)=O (bromoacetone), FC=1C=C(C=C(C1F)O)C1=CC=C(C=C1)OCC=1C=C(C(=O)N2[C@H](C(=O)OC(C)(C)C)CCC2)C=CC1 (tert-butyl 1-(3-{[(3′,4′-difluoro-5′-hydroxybiphenyl-4-yl)oxy]methyl}benzoyl)-L-prolinate). The solvent is CN(C)C=O (DMF). Conditions: time 5 hour. Yields the product FC=1C=C(C=C(C1F)OCC(C)=O)C1=CC=C(C=C1)OCC=1C=C(C(=O)N2[C@H](C(=O)OC(C)(C)C)CCC2)C=CC1 (tert-butyl 1-[3-({[3′,4′-difluoro-5′-(2-oxopropoxy)biphenyl-4-yl]oxy}methyl)benzoyl]-L-prolinate). The yield is 90.0%. Reaction SMILES: [F:1][C:2]1[CH:3]=[C:4]([C:10]2[CH:15]=[CH:14][C:13]([O:16][CH2:17][C:18]3[CH:19]=[C:20]([CH:35]=[CH:36][CH:37]=3)[C:21]([N:23]3[CH2:34][CH2:33][CH2:32][C@H:24]3[C:25]([O:27][C:28]([CH3:31])([CH3:30])[CH3:29])=[O:26])=[O:22])=[CH:12][CH:11]=2)[CH:5]=[C:6]([OH:9])[C:7]=1[F:8].C(=O)([O-])[O-].[K+].[K+].Br[CH2:45][C:46](=[O:48])[CH3:47]>CN(C=O)C>[F:1][C:2]1[CH:3]=[C:4]([C:10]2[CH:15]=[CH:14][C:13]([O:16][CH2:17][C:18]3[CH:19]=[C:20]([CH:35]=[CH:36][CH:37]=3)[C:21]([N:23]3[CH2:34][CH2:33][CH2:32][C@H:24]3[C:25]([O:27][C:28]([CH3:31])([CH3:30])[CH3:29])=[O:26])=[O:22])=[CH:12][CH:11]=2)[CH:5]=[C:6]([O:9][CH2:45][C:46](=[O:48])[CH3:47])[C:7]=1[F:8] |f:1.2.3|. Procedure details: The compound (106 mg, 0.208 mmol) of Step 1 of Example 47 was dissolved in DMF (2 mL), and potassium carbonate (57.5 mg, 0.416 mmol) and bromoacetone (0.0192 mL, 0.229 mmol) were added thereto, and stirred at room temperature for 5 hours. The solvent was distilled away under reduced pressure. The resulting residue was diluted with ethyl acetate, washed with water and saturated brine, and then dried over anhydrous magnesium sulfate. The resultant was purified by silica gel chromatography to thus ... Starting materials: CNC(=O)C(=NOC)c1ccccc1COc1ncc(C(=O)OC)cc1Cl, CO, [Na+], [OH-]. Yields the product CNC(=O)C(=NOC)c1ccccc1COc1ncc(C(=O)O)cc1Cl. RXN SMILES: [CH3:1][O:2][N:3]=[C:4]([C:5](=[O:6])[NH:7][CH3:8])[c:9]1[c:10]([CH2:15][O:16][c:17]2[n:18][cH:19][c:20]([C:24](=[O:25])[O:26][CH3:27])[cH:21][c:22]2[Cl:23])[cH:11][cH:12][cH:13][cH:14]1.[CH3:30][OH:31].[Na+:29].[OH-:28]>>[CH3:1][O:2][N:3]=[C:4]([C:5](=[O:6])[NH:7][CH3:8])[c:9]1[c:10]([CH2:15][O:16][c:17]2[n:18][cH:19][c:20]([C:24](=[O:25])[OH:26])[cH:21][c:22]2[Cl:23])[cH:11][cH:12][cH:13][cH:14]1.